describe an organic reaction: reactants, conditions, products, and yield From a dataset of the Open Reaction Database (ORD), a public repository of structured organic reaction records. Starting materials: CCOC(=O)C1CCCC1NC(C)C, CS(=O)(=O)Nc1ccc2c(c1)S(=O)(=O)N=C(CC(=O)O)N2, CCN=C=NCCCN(C)C, CN1CCOCC1, CN(C)C=O, Cl, Cl. Product: CCOC(=O)C1CCCC1N(C(=O)CC1=NS(=O)(=O)c2cc(NS(C)(=O)=O)ccc2N1)C(C)C. Reaction SMILES: [CH2:22]([CH3:23])[O:24][C:25](=[O:26])[CH:27]1[CH:28]([NH:32][CH:33]([CH3:34])[CH3:35])[CH2:29][CH2:30][CH2:31]1.[CH3:1][S:2](=[O:3])(=[O:4])[NH:5][c:6]1[cH:7][c:8]2[c:9]([cH:20][cH:21]1)[NH:10][C:11]([CH2:16][C:17](=[O:18])[OH:19])=[N:12][S:13]2(=[O:14])=[O:15].[CH3:37][N:38]([CH3:39])[CH2:40][CH2:41][CH2:42][N:43]=[C:44]=[N:45][CH2:46][CH3:47].[CH3:48][N:49]1[CH2:50][CH2:51][O:52][CH2:53][CH2:54]1.[CH3:56][N:57]([CH3:58])[CH:59]=[O:60].[ClH:36].[ClH:55]>>[CH3:1][S:2](=[O:3])(=[O:4])[NH:5][c:6]1[cH:7][c:8]2[c:9]([cH:20][cH:21]1)[NH:10][C:11]([CH2:16][C:17](=[O:19])[N:32]([CH:28]1[CH:27]([C:25]([O:24][CH2:22][CH3:23])=[O:26])[CH2:31][CH2:30][CH2:29]1)[CH:33]([CH3:34])[CH3:35])=[N:12][S:13]2(=[O:14])=[O:15].